Dataset: the Open Reaction Database (ORD), a public repository of structured organic reaction records. Task: describe an organic reaction: reactants, conditions, products, and yield The reactants are CC(C)(C)OC(=O)N1CCC(N2CCC(n3nc(-c4ccc(Oc5ccccc5)cc4)c4c(N)ncnc43)CC2)CC1, ClCCl, O=C(O)C(F)(F)F. The product is Nc1ncnc2c1c(-c1ccc(Oc3ccccc3)cc1)nn2C1CCN(C2CCNCC2)CC1. As a reaction SMILES: [C:1]([O:2][C:3](=[O:4])[N:8]1[CH2:9][CH2:10][CH:11]([N:14]2[CH2:15][CH2:16][CH:17]([n:20]3[n:21][c:22](-[c:30]4[cH:31][cH:32][c:33]([O:36][c:37]5[cH:38][cH:39][cH:40][cH:41][cH:42]5)[cH:34][cH:35]4)[c:23]4[c:24]3[n:25][cH:26][n:27][c:28]4[NH2:29])[CH2:18][CH2:19]2)[CH2:12][CH2:13]1)([CH3:5])([CH3:6])[CH3:7].[Cl:50][CH2:51][Cl:52].[OH:43][C:44]([C:45]([F:46])([F:47])[F:48])=[O:49]>>[NH:8]1[CH2:9][CH2:10][CH:11]([N:14]2[CH2:15][CH2:16][CH:17]([n:20]3[n:21][c:22](-[c:30]4[cH:31][cH:32][c:33]([O:36][c:37]5[cH:38][cH:39][cH:40][cH:41][cH:42]5)[cH:34][cH:35]4)[c:23]4[c:24]3[n:25][cH:26][n:27][c:28]4[NH2:29])[CH2:18][CH2:19]2)[CH2:12][CH2:13]1. The reactants are C(C)(C)N1CCC(CC1)NS(=O)(=O)CCNC(=O)C=1SC(=CC1)Cl (5-chloro-thiophene-2-carboxylic acid [2-(1-isopropyl-piperidin-4-ylsulfamoyl)-ethyl]-amide), C(\C=C\C(=O)O)(=O)O (fumaric acid). The solvent is CC(=O)C (acetone), CC(=O)C (acetone), O (water). The product is C(\C=C\C(=O)O)(=O)O.C(C)(C)N1CCC(CC1)NS(=O)(=O)CCNC(=O)C=1SC(=CC1)Cl (5-chloro-thiophene-2-carboxylic acid [2-(1-isopropyl-piperidin-4-ylsulfamoyl)-ethyl]-amide fumarate). Reaction SMILES: [CH:1]([N:4]1[CH2:9][CH2:8][CH:7]([NH:10][S:11]([CH2:14][CH2:15][NH:16][C:17]([C:19]2[S:20][C:21]([Cl:24])=[CH:22][CH:23]=2)=[O:18])(=[O:13])=[O:12])[CH2:6][CH2:5]1)([CH3:3])[CH3:2].[C:25]([OH:32])(=[O:31])/[CH:26]=[CH:27]/[C:28]([OH:30])=[O:29]>CC(C)=O.O>[C:25]([OH:32])(=[O:31])/[CH:26]=[CH:27]/[C:28]([OH:30])=[O:29].[CH:1]([N:4]1[CH2:9][CH2:8][CH:7]([NH:10][S:11]([CH2:14][CH2:15][NH:16][C:17]([C:19]2[S:20][C:21]([Cl:24])=[CH:22][CH:23]=2)=[O:18])(=[O:12])=[O:13])[CH2:6][CH2:5]1)([CH3:3])[CH3:2] |f:4.5|. Procedure details: 300 mg (0.76 mmol) of pure 5-chloro-thiophene-2-carboxylic acid [2-(1-isopropyl-piperidin-4-ylsulfamoyl)-ethyl]-amide were dissolved in 1.5 ml acetone. 88.4 mg (1 equiv.) fumaric acid, dissolved in a mixture of 3 ml acetone and 0.1 ml water, were added dropwise. After 48 h the formed precipitate was filtered off and washed with 3 ml cold acetone. The filter residue was dried at 35° C. under vacuo to give crystalline 5-chloro-thiophene-2-carboxylic acid [2-(1-isopropyl-piperidin-4-ylsulfamoyl)-et... Reactants: CN(C)[C@H]1[C@@H]2[C@]3(C[C@@H]([C@H](C[C@@H]3CC[C@H]2[C@@H]2CC=C[C@@]2(C)C1)O)OCC)C (11α-N,N-dimethylamino-2β-ethoxy-5α-androst-16-en-3α-ol). Reagents/catalysts: [Pd] (palladium on charcoal). Run in C(C)(=O)OCC (ethyl acetate). The product is CN(C)[C@H]1[C@@H]2[C@]3(C[C@@H]([C@H](C[C@@H]3CC[C@H]2[C@@H]2CCC[C@@]2(C)C1)O)OCC)C (11α-N,N-Dimethylamino-2β-ethoxy-5α-androstan-3α-ol). Yield: 45.6%. As a reaction SMILES: [CH3:1][N:2]([C@@H:4]1[CH2:21][C@@:19]2([CH3:20])[C@@H:15]([CH2:16][CH:17]=[CH:18]2)[C@H:14]2[C@H:5]1[C@:6]1([CH3:26])[C@@H:11]([CH2:12][CH2:13]2)[CH2:10][C@H:9]([OH:22])[C@@H:8]([O:23][CH2:24][CH3:25])[CH2:7]1)[CH3:3]>C(OCC)(=O)C.[Pd]>[CH3:1][N:2]([C@@H:4]1[CH2:21][C@@:19]2([CH3:20])[C@@H:15]([CH2:16][CH2:17][CH2:18]2)[C@H:14]2[C@H:5]1[C@:6]1([CH3:26])[C@@H:11]([CH2:12][CH2:13]2)[CH2:10][C@H:9]([OH:22])[C@@H:8]([O:23][CH2:24][CH3:25])[CH2:7]1)[CH3:3]. Procedure details: A solution of 11α-N,N-dimethylamino-2β-ethoxy-5α-androst-16-en-3α-ol (181 mg) in ethyl acetate (20 ml) containing 10% palladium on charcoal (180 mg) was stirred at room temperature under hydrogen. The catalyst was removed by filtration through Kieselguhr and the solvent was evaporated in vacuo. Purification of the residue by preparative thin layer chromatography over silica (ethyl acetate:petroleum ether 1:1) and crystallization from aqueous methanol yielded the title compound (83 mg), m.p. 54°-... Reactants: NC=1C(=CC(=NC1)Cl)CC#N ((5-Amino-2-chloro-4-pyridyl)acetonitrile), C(=O)(O)[O-].[Na+] (NaHCO3). Run in Cl (HCl). The product is ClC=1C=C2CC(NC2=CN1)=O (5-Chloro-6-azaoxindole). The yield is 46.0%. Reaction SMILES: N[C:2]1[C:3]([CH2:9][C:10]#[N:11])=[CH:4][C:5]([Cl:8])=[N:6][CH:7]=1.C([O-])(O)=[O:13].[Na+]>Cl>[Cl:8][C:5]1[CH:4]=[C:3]2[C:2](=[CH:7][N:6]=1)[NH:11][C:10](=[O:13])[CH2:9]2 |f:1.2|. Reported procedure: (5-Amino-2-chloro-4-pyridyl)acetonitrile (1.40 g, 8.4 mmol) was taken up in 6N HCl solution (100 mL) and heated between 50° and 100° C. for 2 hours. After cooling, the solution was adjusted to pH 7 by addition of solid NaHCO3 and extracted with ethyl acetate. The combined ethyl acetate extracts were washed with brine, dried over MgSO4 and concentrated in vacuo. The residue was subjected to flash chromatography on silica gel using ethyl acetate as eluant. (Some methanol was used to help dissolve ... The reactants are Cn1c(CN2CCC(C(C)(C)O)CC2)nc2c(N3CCOCC3)nc(Cl)nc21, c1ccc2[nH]c(N3CCCC3)nc2c1. Product: Cn1c(CN2CCC(C(C)(C)O)CC2)nc2c(N3CCOCC3)nc(-n3c(N4CCCC4)nc4ccccc43)nc21. As a reaction SMILES: [Cl:15][c:16]1[n:17][c:18]([N:37]2[CH2:38][CH2:39][O:40][CH2:41][CH2:42]2)[c:19]2[n:20][c:21]([CH2:26][N:27]3[CH2:28][CH2:29][CH:30]([C:33]([CH3:34])([CH3:35])[OH:36])[CH2:31][CH2:32]3)[n:22]([CH3:25])[c:23]2[n:24]1.[N:1]1([c:6]2[n:7][c:8]3[c:9]([nH:10]2)[cH:11][cH:12][cH:13][cH:14]3)[CH2:2][CH2:3][CH2:4][CH2:5]1>>[N:1]1([c:6]2[n:7][c:8]3[c:9]([n:10]2-[c:16]2[n:17][c:18]([N:37]4[CH2:38][CH2:39][O:40][CH2:41][CH2:42]4)[c:19]4[n:20][c:21]([CH2:26][N:27]5[CH2:28][CH2:29][CH:30]([C:33]([CH3:34])([CH3:35])[OH:36])[CH2:31][CH2:32]5)[n:22]([CH3:25])[c:23]4[n:24]2)[cH:11][cH:12][cH:13][cH:14]3)[CH2:2][CH2:3][CH2:4][CH2:5]1. The reactants are CS(=O)(=O)C1=NC=C(C=C1)OC1=CC=C(C=C1)[N+](=O)[O-] (2-(methylsulfonyl)-5-(4-nitrophenoxy)pyridine). The reagents and catalysts are [C].[Pd] (palladium carbon). The solvent is C(C)O (ethanol), O1CCCC1 (tetrahydrofuran). Conditions: time 15 hour. The product is CS(=O)(=O)C1=CC=C(C=N1)OC1=CC=C(N)C=C1 (4-{[6-(Methylsulfonyl)pyridin-3-yl]oxy}aniline). Yield: 100.3%. As a reaction SMILES: [CH3:1][S:2]([C:5]1[CH:10]=[CH:9][C:8]([O:11][C:12]2[CH:17]=[CH:16][C:15]([N+:18]([O-])=O)=[CH:14][CH:13]=2)=[CH:7][N:6]=1)(=[O:4])=[O:3]>C(O)C.O1CCCC1.[C].[Pd]>[CH3:1][S:2]([C:5]1[N:6]=[CH:7][C:8]([O:11][C:12]2[CH:17]=[CH:16][C:15]([NH2:18])=[CH:14][CH:13]=2)=[CH:9][CH:10]=1)(=[O:4])=[O:3] |f:3.4|. Reported procedure: To a solution of 2-(methylsulfonyl)-5-(4-nitrophenoxy)pyridine (9.88 g) in ethanol (150 mL) and tetrahydrofuran (150 mL) was added 10% palladium carbon (1 g), and the mixture was stirred under a hydrogen atmosphere for 15 hr. Palladium carbon was removed, and the residue was concentrated under reduced pressure to give the title compound (8.9 g, yield 100%) as a pale-yellow oil. Reactants: CC(C)(C)OC(=O)CNC(=O)C1=C(O)c2ccc(C(F)(F)F)cc2C(C)(C)C1=O, O=C(O)C(F)(F)F. Product: CC1(C)C(=O)C(C(=O)NCC(=O)O)=C(O)c2ccc(C(F)(F)F)cc21. RXN SMILES: [F:1][C:2]([c:3]1[cH:4][cH:5][c:6]2[c:11]([cH:12]1)[C:10]([CH3:13])([CH3:14])[C:9](=[O:15])[C:8]([C:16](=[O:17])[NH:18][CH2:19][C:20](=[O:21])[O:22][C:23]([CH3:24])([CH3:25])[CH3:26])=[C:7]2[OH:27])([F:28])[F:29].[F:30][C:31]([F:32])([F:33])[C:34]([OH:35])=[O:36]>>[F:1][C:2]([c:3]1[cH:4][cH:5][c:6]2[c:11]([cH:12]1)[C:10]([CH3:13])([CH3:14])[C:9](=[O:15])[C:8]([C:16](=[O:17])[NH:18][CH2:19][C:20](=[O:21])[OH:22])=[C:7]2[OH:27])([F:28])[F:29]. Product: FC1=C2C(N(C(C2=CC=C1)=O)CC(C)C)O (4-fluoro-3-hydroxy-2-isobutyl-2,3-dihydroisoindol-1-one). As a reaction SMILES: [F:1][C:2]1[CH:16]=[CH:15][CH:14]=[C:4]2[C:5]([N:7]([CH2:10][CH:11]([CH3:13])[CH3:12])[C:8](=[O:9])[C:3]=12)=[O:6]>CO.[BH4-].[K+]>[F:1][C:2]1[CH:16]=[CH:15][CH:14]=[C:4]2[C:3]=1[CH:8]([OH:9])[N:7]([CH2:10][CH:11]([CH3:12])[CH3:13])[C:5]2=[O:6] |f:2.3|. Reported procedure: 4-Fluoro-3-hydroxy-2-isobutyl-2,3-dihydroisoindol-1-one is prepared as described in Example 1 starting with 3.9 g of 3-fluoro-N-isobutylphthalimide in 20 cm3 of methanol and 0.95 g of potassium borohydride. The reaction mixture is stirred at a temperature in the region of 20° C. for 19 hours and is then cooled to a temperature in the region of 0° C. and distilled water is added dropwise. The precipitate obtained is filtered off, washed with cold water and then dried in a desiccator under reduced... Run in CO (methanol), [BH4-].[K+] (potassium borohydride). Reactants: FC1=C2C(C(=O)N(C2=O)CC(C)C)=CC=C1 (3-fluoro-N-isobutylphthalimide). Reaction conditions: temperature 20 celsius, time 19 hour. The yield is 88.9%. The reactants are B, O=C([O-])[O-], C1CCOC1, CSC, [K+], [K+], O, O=C1COc2ccc(S(=O)(=O)c3ccccc3)cc2N1. The product is O=S(=O)(c1ccccc1)c1ccc2c(c1)NCCO2. As a reaction SMILES: [BH3:24].[C:26](=[O:27])([O-:28])[O-:29].[CH2:32]1[O:33][CH2:34][CH2:35][CH2:36]1.[CH3:21][S:22][CH3:23].[K+:30].[K+:31].[OH2:25].[c:1]1([S:7](=[O:8])(=[O:9])[c:10]2[cH:11][cH:12][c:13]3[c:14]([cH:20]2)[NH:15][C:16](=[O:19])[CH2:17][O:18]3)[cH:2][cH:3][cH:4][cH:5][cH:6]1>>[c:1]1([S:7](=[O:8])(=[O:9])[c:10]2[cH:11][cH:12][c:13]3[c:14]([cH:20]2)[NH:15][CH2:16][CH2:17][O:18]3)[cH:2][cH:3][cH:4][cH:5][cH:6]1.